Task: describe an organic reaction: reactants, conditions, products, and yield. Dataset: the Open Reaction Database (ORD), a public repository of structured organic reaction records Starting materials: Cl.C(C)(=O)OCC (hydrochloric acid ethyl acetate), C(C)(C)(C)OC(=O)NC1CN(C1)C=1SC(=C(N1)CC)C(=O)OC (Methyl 2-{3-[(tert-butoxycarbonyl)amino]azetidin-1-yl}-4-ethyl-1,3-thiazole-5-carboxylate), CO (methanol). Solvent: O1CCOCC1 (1,4-dioxane). Conditions: time 13 hour. Product: NC1CN(C1)C=1SC(=C(N1)CC)C(=O)OC (Methyl 2-(3-aminoazetidin-1-yl)-4-ethyl-1,3-thiazole-5-carboxylate). Isolated yield 95.0%. As a reaction SMILES: Cl.C(OCC)(=O)C.C(OC([NH:15][CH:16]1[CH2:19][N:18]([C:20]2[S:21][C:22]([C:27]([O:29][CH3:30])=[O:28])=[C:23]([CH2:25][CH3:26])[N:24]=2)[CH2:17]1)=O)(C)(C)C.CO>O1CCOCC1>[NH2:15][CH:16]1[CH2:19][N:18]([C:20]2[S:21][C:22]([C:27]([O:29][CH3:30])=[O:28])=[C:23]([CH2:25][CH3:26])[N:24]=2)[CH2:17]1 |f:0.1|. Procedure: A 4 N hydrochloric acid/ethyl acetate solution (1.02 mL, 4.07 mmol) was added to a solution of methyl 2-{3-[(tert-butoxycarbonyl)amino]azetidin-1-yl}-4-ethyl-1,3-thiazole-5-carboxylate obtained in Example (222a) (139 mg, 0.41 mmol) in 1,4-dioxane (4 mL) at room temperature, and the mixture was stirred at room temperature for 13 hours. Then, methanol (2 mL) was added, and the mixture was further stirred for 5.5 hours. The reaction solution was concentrated, and saturated aqueous sodium bicarbonat...